The task is: describe an organic reaction: reactants, conditions, products, and yield. This data is from the Open Reaction Database (ORD), a public repository of structured organic reaction records. Starting materials: FC(C(O)C1=CC(=NC=C1)C#N)(F)F (4-(2,2,2-trifluoro-1-hydroxyethyl)pyridine-2-carbonitrile), C([O-])([O-])=O.[K+].[K+] (potassium carbonate), BrCC=C (3-bromo-1-propene), [Cl-].[NH4+] (ammonium chloride). The solvent is CN(C=O)C (dimethylformamide). Reaction conditions: time 20 hour. The product is FC(C(OCC=C)C1=CC(=NC=C1)C#N)(F)F (4-[2,2,2-trifluoro-1-(2-propenyloxy)ethyl]pyridine-2-carbonitrile). The yield is 28.4%. As a reaction SMILES: [F:1][C:2]([F:14])([F:13])[CH:3]([C:5]1[CH:10]=[CH:9][N:8]=[C:7]([C:11]#[N:12])[CH:6]=1)[OH:4].C(=O)([O-])[O-].[K+].[K+].Br[CH2:22][CH:23]=[CH2:24].[Cl-].[NH4+]>CN(C)C=O>[F:14][C:2]([F:1])([F:13])[CH:3]([C:5]1[CH:10]=[CH:9][N:8]=[C:7]([C:11]#[N:12])[CH:6]=1)[O:4][CH2:24][CH:23]=[CH2:22] |f:1.2.3,5.6|. Procedure details: To 5 ml of dimethylformamide were added 0.5 g of 4-(2,2,2-trifluoro-1-hydroxyethyl)pyridine-2-carbonitrile, 0.45 g of potassium carbonate and 0.39 g of 3-bromo-1-propene, and the mixture was stirred at room temperature for 20 hours. Thereafter, an aqueous saturated ammonium chloride solution was added to the reaction solution, the resultant solution was extracted with ethyl acetate, and the organic layers were combined, dried with anhydrous magnesium sulfate, and concentrated. The residue was su... Yields the product CC(C)(C)OC(=O)CC(=O)CC(O)CC#N. As a reaction SMILES: [C:1]([CH3:2])(=[O:3])[O:4][C:5]([CH3:6])([CH3:7])[CH3:8].[C:9](#[N:10])[CH2:11][CH:12]([CH2:13][C:14](=[O:15])[OH:16])[OH:17].[CH3:32][CH2:33][O:34][C:35](=[O:36])[CH3:37].[CH:18]([N-:19][CH:20]([CH3:21])[CH3:22])([CH3:23])[CH3:24].[ClH:26].[Li+:25].[O:27]1[CH2:28][CH2:29][CH2:30][CH2:31]1>>[C:1]([CH2:2][C:14]([CH2:13][CH:12]([CH2:11][C:9]#[N:10])[OH:17])=[O:15])(=[O:3])[O:4][C:5]([CH3:6])([CH3:7])[CH3:8]. Starting materials: CC(=O)OC(C)(C)C, N#CCC(O)CC(=O)O, CCOC(C)=O, CC(C)[N-]C(C)C, Cl, [Li+], C1CCOC1. Reactants: O=C([O-])O, C1COCCO1, COCOc1ccc(-c2ccc3c(c2CNc2ccccc2OC)N(C)C(=O)C(C)(C)N3)c(OC)c1, CCOC(C)=O, [Na+], O, O=C(Cl)OCC1c2ccccc2-c2ccccc21. Product: COCOc1ccc(-c2ccc3c(c2CN(C(=O)OCC2c4ccccc4-c4ccccc42)c2ccccc2OC)N(C)C(=O)C(C)(C)N3)c(OC)c1. Reaction SMILES: [C:37](=[O:38])([O-:39])[OH:40].[CH2:60]1[O:61][CH2:62][CH2:63][O:64][CH2:65]1.[CH3:1][O:2][c:3]1[c:4](-[c:13]2[cH:14][cH:15][c:16]3[c:21]([c:22]2[CH2:23][NH:24][c:25]2[c:26]([O:31][CH3:32])[cH:27][cH:28][cH:29][cH:30]2)[N:20]([CH3:33])[C:19](=[O:34])[C:18]([CH3:35])([CH3:36])[NH:17]3)[cH:5][cH:6][c:7]([O:9][CH2:10][O:11][CH3:12])[cH:8]1.[CH3:67][CH2:68][O:69][C:70](=[O:71])[CH3:72].[Na+:41].[OH2:66].[cH:42]1[cH:43][cH:44][cH:45][c:46]2[c:54]1[CH:53]([CH2:55][O:56][C:57](=[O:58])[Cl:59])[c:52]1[c:47]-2[cH:48][cH:49][cH:50][cH:51]1>>[CH3:1][O:2][c:3]1[c:4](-[c:13]2[cH:14][cH:15][c:16]3[c:21]([c:22]2[CH2:23][N:24]([c:25]2[c:26]([O:31][CH3:32])[cH:27][cH:28][cH:29][cH:30]2)[C:57]([O:56][CH2:55][CH:53]2[c:52]4[c:47]([cH:48][cH:49][cH:50][cH:51]4)-[c:46]4[cH:45][cH:44][cH:43][cH:42][c:54]42)=[O:58])[N:20]([CH3:33])[C:19](=[O:34])[C:18]([CH3:35])([CH3:36])[NH:17]3)[cH:5][cH:6][c:7]([O:9][CH2:10][O:11][CH3:12])[cH:8]1. Reactants: N1(CCNCC1)C(=O)N (piperazinecarboxamide), Cl (hydrogen chloride). Solvent: C(C)(=O)OCC (ethyl acetate). The product is Cl.N1(CCNCC1)C(=O)N (piperazinecarboxamide hydrochloride). As a reaction SMILES: [N:1]1([C:7]([NH2:9])=[O:8])[CH2:6][CH2:5][NH:4][CH2:3][CH2:2]1.[ClH:10]>C(OCC)(=O)C>[ClH:10].[N:1]1([C:7]([NH2:9])=[O:8])[CH2:6][CH2:5][NH:4][CH2:3][CH2:2]1 |f:3.4|. Reported procedure: 0.01 g of 1-[3(S)-[[N-(benzyloxycarbonyl)-L-asparaginyl]amino]-2(R)-hydroxy-4-phenylbutyl]-4-(tert.butoxycarbonyl)-N-tert.butyl-2(R or S)-piperazinecarboxamide (isomer B) was treated with hydrogen chloride in ethyl acetate as described in Example 97 to give 0.007 g of 1-[3(S)-[[N-(benzyloxycarbonyl)-L-asparaginyl]amino]-2(R)-hydroxy-4-phenylbutyl]-N-tert.butyl-2(R or S)-piperazinecarboxamide hydrochloride as a very hygroscopic solid; MS: m/e 597 [M+H]+. The reactants are CC(Cn1ccc2c1nc(N)n1nc(-c3ccco3)nc21)OS(C)(=O)=O, Fc1ccc(N2CCNCC2)c(F)c1, [H-], [Na+], CN(C)C=O. Yields the product CC(Cn1ccc2c1nc(N)n1nc(-c3ccco3)nc21)N1CCN(c2ccc(F)cc2F)CC1. Reaction SMILES: [CH3:17][S:18]([O:19][CH:22]([CH2:23][n:24]1[cH:25][cH:26][c:27]2[c:28]3[n:29]([c:30]([NH2:33])[n:31][c:32]12)[n:34][c:35](-[c:37]1[o:38][cH:39][cH:40][cH:41]1)[n:36]3)[CH3:42])(=[O:20])=[O:21].[F:3][c:4]1[c:5]([N:11]2[CH2:12][CH2:13][NH:14][CH2:15][CH2:16]2)[cH:6][cH:7][c:8]([F:10])[cH:9]1.[H-:2].[Na+:1].[O:43]=[CH:44][N:45]([CH3:46])[CH3:47]>>[F:3][c:4]1[c:5]([N:11]2[CH2:12][CH2:13][N:14]([CH:22]([CH2:23][n:24]3[cH:25][cH:26][c:27]4[c:28]5[n:29]([c:30]([NH2:33])[n:31][c:32]34)[n:34][c:35](-[c:37]3[o:38][cH:39][cH:40][cH:41]3)[n:36]5)[CH3:42])[CH2:15][CH2:16]2)[cH:6][cH:7][c:8]([F:10])[cH:9]1. The reactants are C=C(OCC)[Sn](CCCC)(CCCC)CCCC, CC(c1c(F)cc2c(cnn2C)c1F)c1cnc2ccc(Cl)nn12, N#N, CN(C)C=O, c1ccc(P(c2ccccc2)(c2ccccc2)[Pd](P(c2ccccc2)(c2ccccc2)c2ccccc2)(P(c2ccccc2)(c2ccccc2)c2ccccc2)P(c2ccccc2)(c2ccccc2)c2ccccc2)cc1. The product is C=C(OCC)c1ccc2ncc(C(C)c3c(F)cc4c(cnn4C)c3F)n2n1. Reaction SMILES: [CH2:25]([Sn:26]([CH2:27][CH2:28][CH2:29][CH3:35])([C:30](=[CH2:31])[O:32][CH2:33][CH3:34])[CH2:36][CH2:37][CH2:38][CH3:39])[CH2:40][CH2:41][CH3:42].[Cl:1][c:2]1[cH:3][cH:4][c:5]2[n:6]([n:7]1)[c:8]([CH:11]([CH3:12])[c:13]1[c:14]([F:24])[c:15]3[cH:16][n:17][n:18]([CH3:23])[c:19]3[cH:20][c:21]1[F:22])[cH:9][n:10]2.[N:43]#[N:44].[O:45]=[CH:46][N:47]([CH3:48])[CH3:49].[cH:50]1[cH:51][cH:52][c:53]([P:54]([Pd:55]([P:56]([c:57]2[cH:58][cH:59][cH:60][cH:61][cH:62]2)([c:63]2[cH:64][cH:65][cH:66][cH:67][cH:68]2)[c:69]2[cH:70][cH:71][cH:72][cH:73][cH:74]2)([P:75]([c:76]2[cH:77][cH:78][cH:79][cH:80][cH:81]2)([c:82]2[cH:83][cH:84][cH:85][cH:86][cH:87]2)[c:88]2[cH:89][cH:90][cH:91][cH:92][cH:93]2)[P:94]([c:95]2[cH:96][cH:97][cH:98][cH:99][cH:100]2)([c:101]2[cH:102][cH:103][cH:104][cH:105][cH:106]2)[c:107]2[cH:108][cH:109][cH:110][cH:111][cH:112]2)([c:113]2[cH:114][cH:115][cH:116][cH:117][cH:118]2)[c:119]2[cH:120][cH:121][cH:122][cH:123][cH:124]2)[cH:125][cH:126]1>>[c:2]1([C:30](=[CH2:31])[O:32][CH2:33][CH3:34])[cH:3][cH:4][c:5]2[n:6]([n:7]1)[c:8]([CH:11]([CH3:12])[c:13]1[c:14]([F:24])[c:15]3[cH:16][n:17][n:18]([CH3:23])[c:19]3[cH:20][c:21]1[F:22])[cH:9][n:10]2. Reactants: CCOC(=O)C(CCCCC1CCN(C(=O)OCc2ccccc2)CC1)OS(C)(=O)=O, CCOC(C)=O, CC(C)(C)OC(=O)CN1C(=O)C(N)CSc2ccccc21. Yields the product CCOC(=O)C(CCCCC1CCN(C(=O)OCc2ccccc2)CC1)NC1CSc2ccccc2N(CC(=O)OC(C)(C)C)C1=O. Reaction SMILES: [CH2:22]([c:23]1[cH:24][cH:25][cH:26][cH:27][cH:28]1)[O:29][C:30](=[O:31])[N:32]1[CH2:33][CH2:34][CH:35]([CH2:38][CH2:39][CH2:40][CH2:41][CH:42]([C:43](=[O:44])[O:45][CH2:46][CH3:47])[O:48][S:49]([CH3:50])(=[O:51])=[O:52])[CH2:36][CH2:37]1.[CH3:53][CH2:54][O:55][C:56](=[O:57])[CH3:58].[NH2:1][CH:2]1[CH2:3][S:4][c:5]2[c:6]([cH:18][cH:19][cH:20][cH:21]2)[N:7]([CH2:10][C:11](=[O:12])[O:13][C:14]([CH3:15])([CH3:16])[CH3:17])[C:8]1=[O:9]>>[NH:1]([CH:2]1[CH2:3][S:4][c:5]2[c:6]([cH:18][cH:19][cH:20][cH:21]2)[N:7]([CH2:10][C:11](=[O:12])[O:13][C:14]([CH3:15])([CH3:16])[CH3:17])[C:8]1=[O:9])[CH:42]([CH2:41][CH2:40][CH2:39][CH2:38][CH:35]1[CH2:34][CH2:33][N:32]([C:30]([O:29][CH2:22][c:23]2[cH:24][cH:25][cH:26][cH:27][cH:28]2)=[O:31])[CH2:37][CH2:36]1)[C:43](=[O:44])[O:45][CH2:46][CH3:47].